From a dataset of the Open Reaction Database (ORD), a public repository of structured organic reaction records. describe an organic reaction: reactants, conditions, products, and yield Reaction conditions: time 4 hour. Procedure details: 17β,19-Dihydroxy-1α-methyl-4-androsten-3-one is dissolved in ethanol and sodium borohydride is added slowly under nitrogen. After stirring at room temperature for 4 hours, the solution is poured onto ice water containing a few drops of acetic acid. The solid which forms is filtered and recrystallized from ethanol to yield 1α-methyl-4-androstene-3β,17β,19-triol. Reactants: [BH4-].[Na+] (sodium borohydride), O[C@@H]1[C@]2(C)[C@@H](CC1)[C@@H]1CCC3=CC(C[C@@H]([C@]3(CO)[C@H]1CC2)C)=O (17β,19-Dihydroxy-1α-methyl-4-androsten-3-one), C(C)(=O)O (acetic acid). RXN SMILES: [OH:1][C@H:2]1[CH2:7][CH2:6][C@H:5]2[C@H:8]3[C@H:19]([CH2:20][CH2:21][C@:3]12[CH3:4])[C@:16]1([CH2:17][OH:18])[C:11](=[CH:12][C:13](=[O:23])[CH2:14][C@@H:15]1[CH3:22])[CH2:10][CH2:9]3.[BH4-].[Na+].C(O)(=O)C>C(O)C>[CH3:22][C@@H:15]1[C@@:16]2([CH2:17][OH:18])[C:11]([CH2:10][CH2:9][C@@H:8]3[C@@H:19]2[CH2:20][CH2:21][C@@:3]2([CH3:4])[C@H:5]3[CH2:6][CH2:7][C@@H:2]2[OH:1])=[CH:12][C@@H:13]([OH:23])[CH2:14]1 |f:1.2|. Product: C[C@H]1C[C@@H](C=C2CC[C@H]3[C@@H]4CC[C@@H]([C@@]4(C)CC[C@@H]3[C@@]12CO)O)O (1α-methyl-4-androstene-3β,17β,19-triol). Solvent: C(C)O (ethanol). Reactants: O=C(O)Cc1ccc2c(c1)OCO2, CCOc1cc(N)ccn1. The reagents and catalysts are C1COC(=O)N1P(=O)(N2CCOC2=O)Cl (BOP-Cl), CN(C)C1=CC=NC=C1 (DMAP). Solvent: CN(C)C=O (DMF), CN(C)C=O (DMF), CN(C)C=O (DMF), CN(C)C=O (DMF), CN(C)C=O (DMF), CN(C)C=O (DMF). Run at temperature 25 celsius, time 2 hour. Yields the product CCOc1cc(NC(=O)Cc2ccc3c(c2)OCO3)ccn1. Isolated yield 7.2%. As a reaction SMILES: CCOc1cc(N)ccn1.O=C(O)Cc1ccc2c(c1)OCO2.C1COC(=O)N1P(=O)(N2CCOC2=O)Cl.CN(C)C1=CC=NC=C1.CN(C)C=O>>CCOc1cc(NC(=O)Cc2ccc3c(c2)OCO3)ccn1. Starting materials: CC(C)O, NC1(c2cccc(F)c2)CCC1, N#CN=C(O)Nc1cc(I)cc(N=[N+]=[N-])c1. Product: N#CNC(=NC1(c2cccc(F)c2)CCC1)Nc1cc(I)cc(N=[N+]=[N-])c1. As a reaction SMILES: [CH:29]([OH:30])([CH3:31])[CH3:32].[F:17][c:18]1[cH:19][c:20]([C:24]2([NH2:28])[CH2:25][CH2:26][CH2:27]2)[cH:21][cH:22][cH:23]1.[N:1](=[N+:2]=[N-:3])[c:4]1[cH:5][c:6]([NH:11][C:12]([OH:13])=[N:14][C:15]#[N:16])[cH:7][c:8]([I:10])[cH:9]1>>[N:1](=[N+:2]=[N-:3])[c:4]1[cH:5][c:6]([NH:11][C:12]([NH:14][C:15]#[N:16])=[N:28][C:24]2([c:20]3[cH:19][c:18]([F:17])[cH:23][cH:22][cH:21]3)[CH2:25][CH2:26][CH2:27]2)[cH:7][c:8]([I:10])[cH:9]1. The reactants are C(C)(C)(C)OC(=O)N1C(=NC(=C1CCC12CC3CC(CC(C1)C3)C2)NC(=O)NC2=CC(=CC=C2)C(=O)OCC2=CC=CC=C2)C2=C(C=CC=C2)C (5-(2-Adamantan-1-yl-ethyl)-4-[3-(3-benzyloxycarbonyl-phenyl)-ureido]-2-o-tolyl-imidazole-1-carboxylic acid tert-butyl Ester). Solvent: FC(C(=O)O)(F)F (trifluoroacetic acid). Conditions: time 1 hour. Yields the product C(C1=CC=CC=C1)OC(C1=CC(=CC=C1)NC(=O)NC=1N=C(NC1CCC12CC3CC(CC(C1)C3)C2)C2=C(C=CC=C2)C)=O (3-{3-[5-(2-Adamantan-1-yl-ethyl)-2-o-tolyl-1H-imidazol-4-yl]-ureido}-benzoic Acid Benzyl Ester). Isolated yield 94.9%. Reaction SMILES: C(OC([N:8]1[C:12]([CH2:13][CH2:14][C:15]23[CH2:24][CH:19]4[CH2:20][CH:21]([CH2:23][CH:17]([CH2:18]4)[CH2:16]2)[CH2:22]3)=[C:11]([NH:25][C:26]([NH:28][C:29]2[CH:34]=[CH:33][CH:32]=[C:31]([C:35]([O:37][CH2:38][C:39]3[CH:44]=[CH:43][CH:42]=[CH:41][CH:40]=3)=[O:36])[CH:30]=2)=[O:27])[N:10]=[C:9]1[C:45]1[CH:50]=[CH:49][CH:48]=[CH:47][C:46]=1[CH3:51])=O)(C)(C)C>FC(F)(F)C(O)=O>[CH2:38]([O:37][C:35](=[O:36])[C:31]1[CH:32]=[CH:33][CH:34]=[C:29]([NH:28][C:26]([NH:25][C:11]2[N:10]=[C:9]([C:45]3[CH:50]=[CH:49][CH:48]=[CH:47][C:46]=3[CH3:51])[NH:8][C:12]=2[CH2:13][CH2:14][C:15]23[CH2:24][CH:19]4[CH2:20][CH:21]([CH2:23][CH:17]([CH2:18]4)[CH2:16]2)[CH2:22]3)=[O:27])[CH:30]=1)[C:39]1[CH:44]=[CH:43][CH:42]=[CH:41][CH:40]=1. Procedure: The product of step d (237 mg, 0.34 mmol) was dissolved in trifluoroacetic acid (2 ml) and the solution was stirred at room temperature for 1 h. The trifluroracetic acid was removed in vacuo. The residue was partitioned between DCM and saturated aqueous sodium hydrogen carbonate. The organic layer was dried (MgSO4) and the solvent was evaporated to afford the product as a white solid (190 mg, 94%). 1H NMR (300 MHz, CDCl3) 10.84 (1H, br s), 8.96 (1H, br s), 8.08 (1H, s), 7.75 (1H, d), 7.52 (1H, d... The reactants are ClCCl, CSc1ncc2ccc(-c3cccc(CCC#N)c3)n2n1, O=C(OO)c1cccc(Cl)c1. Product: CS(=O)c1ncc2ccc(-c3cccc(CCC#N)c3)n2n1. As a reaction SMILES: [CH2:33]([Cl:34])[Cl:35].[CH3:1][S:2][c:3]1[n:4][n:5]2[c:6]([cH:7][n:8]1)[cH:9][cH:10][c:11]2-[c:12]1[cH:13][c:14]([CH2:18][CH2:19][C:20]#[N:21])[cH:15][cH:16][cH:17]1.[Cl:22][c:23]1[cH:24][cH:25][cH:26][c:27]([C:28]([O:29][OH:31])=[O:30])[cH:32]1>>[CH3:1][S:2]([c:3]1[n:4][n:5]2[c:6]([cH:7][n:8]1)[cH:9][cH:10][c:11]2-[c:12]1[cH:13][c:14]([CH2:18][CH2:19][C:20]#[N:21])[cH:15][cH:16][cH:17]1)=[O:30]. As a reaction SMILES: [CH3:1][C:2]([CH2:3][O:4][c:5]1[c:6]([CH:13]=[CH:14][c:15]2[n:16][c:17]3[s:18][cH:19][cH:20][n:21]3[c:22]2[C:23](=[O:24])[OH:25])[cH:7][cH:8][cH:9][c:10]1[O:11][CH3:12])([CH3:26])[CH3:27].[CH3:42][CH2:43][N:44]=[C:45]=[N:46][CH2:47][CH2:48][CH2:49][N:50]([CH3:51])[CH3:52].[CH3:54][N:55]([c:56]1[cH:57][cH:58][n:59][cH:60][cH:61]1)[CH3:62].[Cl:63][CH2:64][Cl:65].[ClH:53].[NH2:28][c:29]1[s:30][cH:31][c:32](-[c:34]2[cH:35][cH:36][c:37]([C:38]#[N:39])[cH:40][cH:41]2)[n:33]1.[O:66]=[CH:67][N:68]([CH3:69])[CH3:70]>>[CH3:1][C:2]([CH2:3][O:4][c:5]1[c:6]([CH:13]=[CH:14][c:15]2[n:16][c:17]3[s:18][cH:19][cH:20][n:21]3[c:22]2[C:23](=[O:25])[NH:28][c:29]2[s:30][cH:31][c:32](-[c:34]3[cH:35][cH:36][c:37]([C:38]#[N:39])[cH:40][cH:41]3)[n:33]2)[cH:7][cH:8][cH:9][c:10]1[O:11][CH3:12])([CH3:26])[CH3:27]. The product is COc1cccc(C=Cc2nc3sccn3c2C(=O)Nc2nc(-c3ccc(C#N)cc3)cs2)c1OCC(C)(C)C. Starting materials: COc1cccc(C=Cc2nc3sccn3c2C(=O)O)c1OCC(C)(C)C, CCN=C=NCCCN(C)C, CN(C)c1ccncc1, ClCCl, Cl, N#Cc1ccc(-c2csc(N)n2)cc1, CN(C)C=O. Reactants: C1CCNCC1, CCO, CC(C)O, O=Cc1cnn2c(NC3CC3)cc(Cl)nc12, O=C1CSC(=O)N1. The product is O=C1NC(=O)C(=Cc2cnn3c(NC4CC4)cc(Cl)nc23)S1. RXN SMILES: [CH2:24]1[CH2:25][CH2:26][NH:27][CH2:28][CH2:29]1.[CH3:34][CH2:35][OH:36].[CH:30]([OH:31])([CH3:32])[CH3:33].[Cl:1][c:2]1[n:3][c:4]2[n:5]([c:6]([NH:8][CH:9]3[CH2:10][CH2:11]3)[cH:7]1)[n:12][cH:13][c:14]2[CH:15]=[O:16].[S:17]1[C:18](=[O:23])[NH:19][C:20](=[O:22])[CH2:21]1>>[Cl:1][c:2]1[n:3][c:4]2[n:5]([c:6]([NH:8][CH:9]3[CH2:10][CH2:11]3)[cH:7]1)[n:12][cH:13][c:14]2[CH:15]=[C:21]1[S:17][C:18](=[O:23])[NH:19][C:20]1=[O:22]. The reactants are CC(C)(C)OC(=O)CN, COC(=O)CNC(=O)C=Cc1ccccc1, CN1CCOCC1, CCOC(C)=O, CC(C)COC(=O)Cl, CN(C)C=O, O=C(O)c1ccccc1. The product is CC(C)(C)OC(=O)CNC(=O)c1ccccc1. As a reaction SMILES: [C:17]([CH3:18])([CH3:19])([CH3:20])[O:21][C:22]([CH2:23][NH2:24])=[O:25].[CH3:1][O:2][C:3](=[O:4])[CH2:5][NH:6][C:7](=[O:8])[CH:9]=[CH:10][c:11]1[cH:12][cH:13][cH:14][cH:15][cH:16]1.[CH3:26][N:27]1[CH2:28][CH2:29][O:30][CH2:31][CH2:32]1.[CH3:55][CH2:56][O:57][C:58](=[O:59])[CH3:60].[Cl:42][C:43]([O:44][CH2:45][CH:46]([CH3:47])[CH3:48])=[O:49].[O:50]=[CH:51][N:52]([CH3:53])[CH3:54].[OH:33][C:34](=[O:35])[c:36]1[cH:37][cH:38][cH:39][cH:40][cH:41]1>>[C:17]([CH3:18])([CH3:19])([CH3:20])[O:21][C:22]([CH2:23][NH:24][C:34](=[O:33])[c:36]1[cH:37][cH:38][cH:39][cH:40][cH:41]1)=[O:25]. Reactants: COC(=O)C1=C(N=C(C(=N1)C(=O)OC)C(=O)OC)C(=O)OC (tetrakis-methoxycarbonylpyrazine). The reagents and catalysts are [Pd] (palladium on charcoal). Solvent: C(C)O (ethanol). Product: COC(=O)C1NC(C(NC1C(=O)OC)C(=O)OC)C(=O)OC (2,3,5,6-Tetramethoxycarbonylpiperazine). RXN SMILES: [CH3:1][O:2][C:3]([C:5]1[N:10]=[C:9]([C:11]([O:13][CH3:14])=[O:12])[C:8]([C:15]([O:17][CH3:18])=[O:16])=[N:7][C:6]=1[C:19]([O:21][CH3:22])=[O:20])=[O:4]>C(O)C.[Pd]>[CH3:1][O:2][C:3]([CH:5]1[CH:6]([C:19]([O:21][CH3:22])=[O:20])[NH:7][CH:8]([C:15]([O:17][CH3:18])=[O:16])[CH:9]([C:11]([O:13][CH3:14])=[O:12])[NH:10]1)=[O:4]. Procedure details: A solution of tetrakis-methoxycarbonylpyrazine (5.3 g, 16.9 mmol) (prepared in accordance with J. Org. Chem. 37 (19), p 2963 (1972)) in 800 ml of dry ethanol, was hydrogenated at 50 bar in the presence of 10 g 5% palladium on charcoal at 80° C. for 16 hours. After cooling, the solution was filtered and evaporated to give slightly yellow crystals: The reactants are S(=O)(=O)(OC)OC (Dimethyl sulfate), [OH-].[Na+] (sodium hydroxide), [OH-].[Na+] (sodium hydroxide), N(=O)OCCCC (butyl nitrite), O(C1=CC=CC=C1)C1=C(CC#N)C=CC=C1 (2-phenoxybenzyl cyanide). Solvent: CCOCC (ether), CC(=O)C (acetone), O (water). Conditions: time 1.5 hour. The product is O(C1=CC=CC=C1)C1=C(C(=NOC)C#N)C=CC=C1 (2-phenoxy-α-methoxyiminobenzyl cyanide). The yield is 93.6%. As a reaction SMILES: [OH-].[Na+].[N:3]([O:5][CH2:6]CCC)=O.[O:10]([C:17]1[CH:25]=[CH:24][CH:23]=[CH:22][C:18]=1[CH2:19][C:20]#[N:21])[C:11]1[CH:16]=[CH:15][CH:14]=[CH:13][CH:12]=1.S(OC)(OC)(=O)=O>O.CCOCC.CC(C)=O>[O:10]([C:17]1[CH:25]=[CH:24][CH:23]=[CH:22][C:18]=1[C:19]([C:20]#[N:21])=[N:3][O:5][CH3:6])[C:11]1[CH:12]=[CH:13][CH:14]=[CH:15][CH:16]=1 |f:0.1|. Reported procedure: 95% sodium hydroxide (0.40 g, 6 mmol), acetone (10 ml) and butyl nitrite (0.62 g, 6 mmol) were added to 2-phenoxybenzyl cyanide (1.05 g, 5 mmol). The mixture was stirred at room temperature for 1.5 hours. Dimethyl sulfate (0.76 g, 6 mmol) was added, and the mixture was stirred at room temperature for 0.5 hours. After completion of the reaction, ether (10 ml) and 1N aqueous sodium hydroxide solution (10 ml) were added, and the mixture was stirred at room temperature for 0.5 hour. After stirring, ...